This data is from the Open Reaction Database (ORD), a public repository of structured organic reaction records. The task is: describe an organic reaction: reactants, conditions, products, and yield Starting materials: Br, COc1ccc(S(=O)(=O)Cl)cc1, Cl, Nc1nc(-c2cc(C(F)(F)F)ccc2F)cs1, c1ccncc1. Yields the product COc1ccc(S(=O)(=O)Nc2nc(-c3cc(C(F)(F)F)ccc3F)cs2)cc1. Reaction SMILES: [BrH:1].[CH3:19][O:20][c:21]1[cH:22][cH:23][c:24]([S:27](=[O:28])(=[O:29])[Cl:30])[cH:25][cH:26]1.[ClH:31].[F:2][c:3]1[c:4](-[c:13]2[n:14][c:15]([NH2:18])[s:16][cH:17]2)[cH:5][c:6]([C:9]([F:10])([F:11])[F:12])[cH:7][cH:8]1.[cH:32]1[cH:33][cH:34][n:35][cH:36][cH:37]1>>[F:2][c:3]1[c:4](-[c:13]2[n:14][c:15]([NH:18][S:27]([c:24]3[cH:23][cH:22][c:21]([O:20][CH3:19])[cH:26][cH:25]3)(=[O:28])=[O:29])[s:16][cH:17]2)[cH:5][c:6]([C:9]([F:10])([F:11])[F:12])[cH:7][cH:8]1. Reactants: CN, O=[N+]([O-])c1cc(Cl)c(Cl)cc1F, CN(C)C=O. Yields the product CNc1cc(Cl)c(Cl)cc1[N+](=O)[O-]. Reaction SMILES: [CH3:13][NH2:14].[Cl:1][c:2]1[c:3]([Cl:12])[cH:4][c:5]([F:11])[c:6]([N+:8](=[O:9])[O-:10])[cH:7]1.[O:15]=[CH:16][N:17]([CH3:18])[CH3:19]>>[Cl:1][c:2]1[c:3]([Cl:12])[cH:4][c:5]([NH:14][CH3:13])[c:6]([N+:8](=[O:9])[O-:10])[cH:7]1. Starting materials: CO, O=C(O)C(F)(F)F, N=C(N)c1ccc(O)c(C=CC2CCCN2C(=O)c2ccc(-c3ccc(=O)[nH]c3)cc2)c1. Product: O=C(O)C(F)(F)F, N=C(N)c1ccc(O)c(CCC2CCCN2C(=O)c2ccc(-c3ccc(=O)[nH]c3)cc2)c1. Reaction SMILES: [CH3:40][OH:41].[F:1][C:2]([C:3](=[O:4])[OH:5])([F:6])[F:7].[OH:8][c:9]1[c:10]([CH:18]=[CH:19][CH:20]2[N:21]([C:25]([c:26]3[cH:27][cH:28][c:29](-[c:32]4[cH:33][nH:34][c:35](=[O:38])[cH:36][cH:37]4)[cH:30][cH:31]3)=[O:39])[CH2:22][CH2:23][CH2:24]2)[cH:11][c:12]([C:13](=[NH:14])[NH2:15])[cH:16][cH:17]1>>[F:1][C:2]([C:3](=[O:4])[OH:5])([F:6])[F:7].[OH:8][c:9]1[c:10]([CH2:18][CH2:19][CH:20]2[N:21]([C:25]([c:26]3[cH:27][cH:28][c:29](-[c:32]4[cH:33][nH:34][c:35](=[O:38])[cH:36][cH:37]4)[cH:30][cH:31]3)=[O:39])[CH2:22][CH2:23][CH2:24]2)[cH:11][c:12]([C:13](=[NH:14])[NH2:15])[cH:16][cH:17]1. Starting materials: Cc1ccc(N)cc1C, CN(C)c1ccc(C=O)cc1. Yields the product Cc1ccc(NCc2ccc(N(C)C)cc2)cc1C. Reaction SMILES: [CH3:12][c:13]1[cH:14][cH:15][c:16]([NH2:17])[cH:18][c:19]1[CH3:20].[CH3:1][N:2]([c:3]1[cH:4][cH:5][c:6]([CH:7]=[O:8])[cH:9][cH:10]1)[CH3:11]>>[CH3:1][N:2]([c:3]1[cH:4][cH:5][c:6]([CH2:7][NH:17][c:16]2[cH:15][cH:14][c:13]([CH3:12])[c:19]([CH3:20])[cH:18]2)[cH:9][cH:10]1)[CH3:11]. Starting materials: O (water), [H-].[Na+] (Sodium hydride), FC(C1=CC=C(C=C1)/C=C/C=1OC=C(N1)COC1=CC=C(C=C1)CCCCN1C(=NC=C1)CCO)(F)F (2-[1-[4-[4-[[2-[(E)-2-[4-(trifluoromethyl)phenyl]ethenyl]-1,3-oxazol-4-yl]methoxy]phenyl]butyl]-1H-imidazol-2-yl]-1-ethanol), C(C)(C)N=C=O (Isopropyl isocyanate). Run in ClCCl (dichloromethane). Run at time 30 minute. The product is C(C)(C)NC(OCCC=1N(C=CN1)CCCCC1=CC=C(C=C1)OCC=1N=C(OC1)\C=C\C1=CC=C(C=C1)C(F)(F)F)=O (2-[1-[4-[4-[[2-[(E)-2-[4-(trifluoromethyl)phenyl]ethenyl]-1,3-oxazol-4-yl]methoxy]phenyl]butyl]-1H-imidazol-2-yl]ethyl isopropylcarbamate). Reaction SMILES: [H-].[Na+].[F:3][C:4]([F:39])([F:38])[C:5]1[CH:10]=[CH:9][C:8](/[CH:11]=[CH:12]/[C:13]2[O:14][CH:15]=[C:16]([CH2:18][O:19][C:20]3[CH:25]=[CH:24][C:23]([CH2:26][CH2:27][CH2:28][CH2:29][N:30]4[CH:34]=[CH:33][N:32]=[C:31]4[CH2:35][CH2:36][OH:37])=[CH:22][CH:21]=3)[N:17]=2)=[CH:7][CH:6]=1.[CH:40]([N:43]=[C:44]=[O:45])([CH3:42])[CH3:41].O>ClCCl>[CH:40]([NH:43][C:44](=[O:45])[O:37][CH2:36][CH2:35][C:31]1[N:30]([CH2:29][CH2:28][CH2:27][CH2:26][C:23]2[CH:24]=[CH:25][C:20]([O:19][CH2:18][C:16]3[N:17]=[C:13](/[CH:12]=[CH:11]/[C:8]4[CH:9]=[CH:10][C:5]([C:4]([F:38])([F:3])[F:39])=[CH:6][CH:7]=4)[O:14][CH:15]=3)=[CH:21][CH:22]=2)[CH:34]=[CH:33][N:32]=1)([CH3:42])[CH3:41] |f:0.1|. Reported procedure: 65% Sodium hydride (21.6 mg) was added to a solution of 2-[1-[4-[4-[[2-[(E)-2-[4-(trifluoromethyl)phenyl]ethenyl]-1,3-oxazol-4-yl]methoxy]phenyl]butyl]-1H-imidazol-2-yl]-1-ethanol (300 mg) in dichloromethane (3 ml) at 0° C., and the mixture was stirred at room temperature for 30 min. Isopropyl isocyanate (0.288 ml) was added to the mixture at 0° C., and the mixture was stirred at room temperature for 5 hr. The reaction mixture was combined with water and extracted with ethyl acetate. The extract...